From a dataset of the Open Reaction Database (ORD), a public repository of structured organic reaction records. describe an organic reaction: reactants, conditions, products, and yield Starting materials: ketone, [BH4-].[Na+] (NaBH4), CON(C(CCC1CCN(CC1)C(=O)OC(C)(C)C)=O)C (N-Methoxy-N-methyl-3-(1-(t-butoxycarbonyl)piperidin-4-yl)propionamide), C1CCOC1 (THF), FC1=CC=C(C=C1)[Mg]Br ((4-fluoro)phenylmagnesium bromide). Run in CO (MeOH), CCOCC (ether). Run at time 1 hour. Yields the product hexanes ether, FC1=CC=C(C=C1)C(CCC1CCN(CC1)C(=O)OC(C)(C)C)O (4-(3-(4-Fluorophenyl )-3-(RS)-hydroxypropyl)-1-(t-butoxycarbonyl) piperdine). Yield: 37.0%. Reaction SMILES: CON(C)[C:4](=[O:20])[CH2:5][CH2:6][CH:7]1[CH2:12][CH2:11][N:10]([C:13]([O:15][C:16]([CH3:19])([CH3:18])[CH3:17])=[O:14])[CH2:9][CH2:8]1.C1COCC1.[F:27][C:28]1[CH:33]=[CH:32][C:31]([Mg]Br)=[CH:30][CH:29]=1.[BH4-].[Na+]>CCOCC.CO>[F:27][C:28]1[CH:33]=[CH:32][C:31]([CH:4]([OH:20])[CH2:5][CH2:6][CH:7]2[CH2:8][CH2:9][N:10]([C:13]([O:15][C:16]([CH3:17])([CH3:18])[CH3:19])=[O:14])[CH2:11][CH2:12]2)=[CH:30][CH:29]=1 |f:3.4|. Procedure: A solution of 1.30 g (4.5 mmol) of N-methoxy-N-methyl-3-(1-(t-butoxycarbonyl)piperidin-4-yl)propionamide (from EXAMPLE 188, Step A) in 25 (of THF at 0° C. was treated with 3.0 mL of 2.0 M (4-fluoro)phenylmagnesium bromide in ether and stirred cold for 1 h. The reaction was quenched with 100 mL of 0.5 N HCl and extracted with 150 mL of ether. The extract was washed with 50 mL of sat'd NaCl, dried and concentrated. The crude ketone in 10 mL of MeOH at 0° C. was treated with 110 mg (2.2 mmol) of Na... Reactants: CCCCP(CCCC)CCCC, C1CCOC1, CC(C)(C)OC(=O)N=NC(=O)OC(C)(C)C, Cc1cc(NC(=O)C(C)C(CO)NC(=O)OCc2ccccc2)ccc1N1CCOCC1=O. Yields the product Cc1cc(N2CC(NC(=O)OCc3ccccc3)C(C)C2=O)ccc1N1CCOCC1=O. As a reaction SMILES: [CH2:50]([P:51]([CH2:52][CH2:53][CH2:54][CH3:55])[CH2:56][CH2:57][CH2:58][CH3:59])[CH2:60][CH2:61][CH3:62].[CH2:63]1[O:64][CH2:65][CH2:66][CH2:67]1.[N:34]([C:35]([O:36][C:37]([CH3:38])([CH3:39])[CH3:40])=[O:41])=[N:42][C:43]([O:44][C:45]([CH3:46])([CH3:47])[CH3:48])=[O:49].[OH:1][CH2:2][CH:3]([CH:4]([CH3:5])[C:6]([NH:7][c:8]1[cH:9][c:10]([CH3:21])[c:11]([N:14]2[C:15](=[O:20])[CH2:16][O:17][CH2:18][CH2:19]2)[cH:12][cH:13]1)=[O:22])[NH:23][C:24]([O:25][CH2:26][c:27]1[cH:28][cH:29][cH:30][cH:31][cH:32]1)=[O:33]>>[CH2:2]1[CH:3]([NH:23][C:24]([O:25][CH2:26][c:27]2[cH:28][cH:29][cH:30][cH:31][cH:32]2)=[O:33])[CH:4]([CH3:5])[C:6](=[O:22])[N:7]1[c:8]1[cH:9][c:10]([CH3:21])[c:11]([N:14]2[C:15](=[O:20])[CH2:16][O:17][CH2:18][CH2:19]2)[cH:12][cH:13]1.